Dataset: the Open Reaction Database (ORD), a public repository of structured organic reaction records. Task: describe an organic reaction: reactants, conditions, products, and yield The product is CC(C)(CC(=O)OCCN1CCCCC1)NC(=O)OCc1ccccc1. Reactants: CC(C)(CC(=O)O)NC(=O)OCc1ccccc1, CN(C)C=O, O, OCCN1CCCCC1. As a reaction SMILES: [CH2:1]([c:2]1[cH:3][cH:4][cH:5][cH:6][cH:7]1)[O:8][C:9](=[O:10])[NH:11][C:12]([CH2:13][C:14](=[O:15])[OH:16])([CH3:17])[CH3:18].[CH3:29][N:30]([CH3:31])[CH:32]=[O:33].[OH2:28].[OH:19][CH2:20][CH2:21][N:22]1[CH2:23][CH2:24][CH2:25][CH2:26][CH2:27]1>>[CH2:1]([c:2]1[cH:3][cH:4][cH:5][cH:6][cH:7]1)[O:8][C:9](=[O:10])[NH:11][C:12]([CH2:13][C:14](=[O:15])[O:16][CH2:20][CH2:21][N:22]1[CH2:23][CH2:24][CH2:25][CH2:26][CH2:27]1)([CH3:17])[CH3:18]. The reactants are [Sb]([O-])([O-])([O-])=O.[Na+].[Na+].[Na+] (Sodium antimonate), Cl (hydrochloric acid), [Sb] (Antimony), C(CCCCCCCCC)S (1-decanethiol). The solvent is O (water). Run at temperature 4 celsius. The product is C(CCCCCCCCC)S.[Sb+5] (antimony (V) decanethiol). RXN SMILES: [Sb:1](=O)([O-])([O-])[O-].[Na+].[Na+].[Na+].[Sb].[CH2:10]([SH:20])[CH2:11][CH2:12][CH2:13][CH2:14][CH2:15][CH2:16][CH2:17][CH2:18][CH3:19].Cl>O>[CH2:10]([SH:20])[CH2:11][CH2:12][CH2:13][CH2:14][CH2:15][CH2:16][CH2:17][CH2:18][CH3:19].[Sb+5:1] |f:0.1.2.3,8.9|. Procedure: Sodium antimonate obtained from U.S. Antimony Corporation (9.49 g, 0.02347 mole) was placed in a reaction vessel and 1-decanethiol from Eastman Kodak (50 ml, 0.2347 mole) added and stirred. Concentrated hydrochloric acid (3.9 ml, 0.0468 mole) was added dropwise and an immediate temperature increase of 4° C. was observed. The mixture was heated and the byproduct of the reaction, water, was distilled over at 28° C. and a vacuum of 50 mm Hg. After 2.5 hours 45.57 g of antimony (V) decanethiol was o... The reactants are CCC(Br)CC, CN(C)C=O, COc1ccc(-c2cn[nH]c(=O)c2)cc1OC1CCCC1, [H-], [Na+], O. Yields the product CCC(CC)n1ncc(-c2ccc(OC)c(OC3CCCC3)c2)cc1=O. Reaction SMILES: [CH3:24][CH2:25][CH:26]([CH2:27][CH3:28])[Br:29].[CH3:31][N:32]([CH3:33])[CH:34]=[O:35].[CH:1]1([O:6][c:7]2[cH:8][c:9](-[c:15]3[cH:16][c:17](=[O:21])[nH:18][n:19][cH:20]3)[cH:10][cH:11][c:12]2[O:13][CH3:14])[CH2:2][CH2:3][CH2:4][CH2:5]1.[H-:22].[Na+:23].[OH2:30]>>[CH:1]1([O:6][c:7]2[cH:8][c:9](-[c:15]3[cH:16][c:17](=[O:21])[n:18]([CH:26]([CH2:25][CH3:24])[CH2:27][CH3:28])[n:19][cH:20]3)[cH:10][cH:11][c:12]2[O:13][CH3:14])[CH2:2][CH2:3][CH2:4][CH2:5]1. The product is FC(C(=O)O)(F)F.FC(C(=O)O)(F)F.FC(C(=O)O)(F)F.FC1=C(C=C(C=C1)F)[C@H]1N(C[C@@H](C[C@@H]1N)N1CC=2NN=CC2C1)CC1=CC=CC=C1 ((2R,3S,5R)-2-(2,5-Difluorophenyl)-5-(4,6-dihydropyrrolo[3,4-c]pyrazol-5(1H)-yl)-1-benzyl-piperidin-3-amine tris(trifluoroacetic acid) salt). The reactants are FC1=C(C=C(C=C1)F)[C@H]1N(C[C@@H](C[C@@H]1NC(OC(C)(C)C)=O)N1CC=2NN=CC2C1)CC1=CC=CC=C1 (tert-Butyl {(2R,3S,5R)-2-(2,5-difluorophenyl)-5-(4,6-dihydropyrrolo[3,4-c]pyrazol-5(1H)-yl)-1-benzyl piperidin-3-yl}carbamate), C(=O)(C(F)(F)F)O (TFA). The solvent is C(Cl)Cl (CH2Cl2). Reported procedure: The product from Step E was treated with 2 ml, TFA in CH2Cl2 (2 mL) for 1 h. 1H NMR (500 MHz, CD3OD): δ 7.68 (br, 1H); 7.50 (m, 6H); 7.30 (m, 2H); 7.12 (br, 1H); 4.71 (br, 4H); 3.91 (br, 2H); 3.87 (br, 2H); 3.80 (br, 1H); 3.41 (br, 1H); 3.31 (br, 1H); 3.22 (br, 1H); 2.52 (m, 1H); 2.31 (m, 1H); LC-MS: 410.08 (M+1). RXN SMILES: [F:1][C:2]1[CH:7]=[CH:6][C:5]([F:8])=[CH:4][C:3]=1[C@@H:9]1[C@@H:14]([NH:15]C(=O)OC(C)(C)C)[CH2:13][C@@H:12]([N:23]2[CH2:30][C:29]3[CH:28]=[N:27][NH:26][C:25]=3[CH2:24]2)[CH2:11][N:10]1[CH2:31][C:32]1[CH:37]=[CH:36][CH:35]=[CH:34][CH:33]=1.[C:38]([OH:44])([C:40]([F:43])([F:42])[F:41])=[O:39]>C(Cl)Cl>[F:41][C:40]([F:43])([F:42])[C:38]([OH:44])=[O:39].[F:41][C:40]([F:43])([F:42])[C:38]([OH:44])=[O:39].[F:41][C:40]([F:43])([F:42])[C:38]([OH:44])=[O:39].[F:1][C:2]1[CH:7]=[CH:6][C:5]([F:8])=[CH:4][C:3]=1[C@@H:9]1[C@@H:14]([NH2:15])[CH2:13][C@@H:12]([N:23]2[CH2:30][C:29]3[CH:28]=[N:27][NH:26][C:25]=3[CH2:24]2)[CH2:11][N:10]1[CH2:31][C:32]1[CH:33]=[CH:34][CH:35]=[CH:36][CH:37]=1 |f:3.4.5.6|. The reactants are NC1=C(C(=O)O)C=C(C=C1N)F (2,3-diamino-5-fluorobenzoic acid), Cl (hydrogen chloride). The solvent is O (water). Yields the product Cl.Cl.NC1=C(C(=O)O)C=C(C=C1N)F (2,3-diamino-5-fluorobenzoic acid dihydrochloride). The yield is 77.0%. Reaction SMILES: [NH2:1][C:2]1[C:10]([NH2:11])=[CH:9][C:8]([F:12])=[CH:7][C:3]=1[C:4]([OH:6])=[O:5].[ClH:13]>O>[ClH:13].[ClH:13].[NH2:1][C:2]1[C:10]([NH2:11])=[CH:9][C:8]([F:12])=[CH:7][C:3]=1[C:4]([OH:6])=[O:5] |f:3.4.5|. Procedure: 2,3-diamino-5-fluorobenzoic acid (100 mg, 0.59 mmol) was combined with water (10 mL) in a small reaction vial. To this solution was slowly bubbled hydrogen chloride gas until all the solid dissolved, approximately 30 seconds. The solvents were removed in vacuo to produce a dark solid of 2,3-diamino-5-fluorobenzoic acid dihydrochloride (110 mg, 77%) which was identical in all respects to the sample prepared in Method A.: m.p. 215°-217° (dec); 1H NMR (400 MHz, D2O) δ 7.11 (dd, 1H), 7.43 (dd, 1H); ... The reactants are C(C)(=O)NC1=CC=C(C(=O)O)C=C1 (4-(acetylamino)benzoic acid), CC1=C(C=CC(=C1)C)N1CCNCC1 (1-(2,4-dimethylphenyl)piperazine). Product: CC1=C(C=CC(=C1)C)N1CCN(CC1)C(=O)C1=CC=C(C=C1)NC(C)=O (N-{4-[4-(2,4-dimethylphenyl)piperazine-1-carbonyl]phenyl}acetamide). Isolated yield 99.7%. Reaction SMILES: [C:1]([NH:4][C:5]1[CH:13]=[CH:12][C:8]([C:9]([OH:11])=O)=[CH:7][CH:6]=1)(=[O:3])[CH3:2].[CH3:14][C:15]1[CH:20]=[C:19]([CH3:21])[CH:18]=[CH:17][C:16]=1[N:22]1[CH2:27][CH2:26][NH:25][CH2:24][CH2:23]1>>[CH3:14][C:15]1[CH:20]=[C:19]([CH3:21])[CH:18]=[CH:17][C:16]=1[N:22]1[CH2:23][CH2:24][N:25]([C:9]([C:8]2[CH:7]=[CH:6][C:5]([NH:4][C:1](=[O:3])[CH3:2])=[CH:13][CH:12]=2)=[O:11])[CH2:26][CH2:27]1. Reported procedure: Using 4-(acetylamino)benzoic acid (179 mg) and 1-(2,4-dimethylphenyl)piperazine (190 mg) and by the reaction and treatment in the same manner as in Example 93, the title compound (350 mg) was obtained. Reactants: hydrochloride salt, C(C1=CC=CC=C1)(=O)OC=1C=C2C(=NC=NC2=CC1OCC1CCN(CC1)C)O (4-hydroxy-7-((1-methylpiperidin-4-yl)methoxy)quinazolin-6-yl benzoate), S(=O)(Cl)Cl (thionyl chloride). Solvent: CN(C=O)C (dimethylformamide). The product is C(C1=CC=CC=C1)(=O)OC=1C=C2C(=NC=NC2=CC1OCC1CCN(CC1)C)Cl (4-chloro-7-((1-methylpiperidin-4-yl)methoxy)quinazolin-6-yl benzoate). The yield is 94.0%. As a reaction SMILES: [C:1]([O:9][C:10]1[CH:11]=[C:12]2[C:17](=[CH:18][C:19]=1[O:20][CH2:21][CH:22]1[CH2:27][CH2:26][N:25]([CH3:28])[CH2:24][CH2:23]1)[N:16]=[CH:15][N:14]=[C:13]2O)(=[O:8])[C:2]1[CH:7]=[CH:6][CH:5]=[CH:4][CH:3]=1.S(Cl)([Cl:32])=O>CN(C)C=O>[C:1]([O:9][C:10]1[CH:11]=[C:12]2[C:17](=[CH:18][C:19]=1[O:20][CH2:21][CH:22]1[CH2:27][CH2:26][N:25]([CH3:28])[CH2:24][CH2:23]1)[N:16]=[CH:15][N:14]=[C:13]2[Cl:32])(=[O:8])[C:2]1[CH:7]=[CH:6][CH:5]=[CH:4][CH:3]=1. Procedure: A mixture of 4-hydroxy-7-((1-methylpiperidin-4-yl)methoxy)quinazolin-6-yl benzoate (0.215 g, 0.55 mmol), thionyl chloride (2 ml) and dimethylformamide (0.05 ml) were refluxed for 15 minutes. The solvent was evaporated in vacuo to yield 4-chloro-7-((1-methylpiperidin-4-yl)methoxy)quinazolin-6-yl benzoate (0.250 g, 94% yield) as the hydrochloride salt: